From a dataset of the Open Reaction Database (ORD), a public repository of structured organic reaction records. describe an organic reaction: reactants, conditions, products, and yield Starting materials: CC(C)(C)c1ccc(C2CC2C(=O)O)c(Cl)n1, CN(C)c1ccncc1, O=C(Cl)C(=O)Cl, ClCCl, Cl, Cc1cc(C(C)N)ccc1NS(C)(=O)=O, c1ccncc1. Product: Cc1cc(C(C)NC(=O)C2CC2c2ccc(C(C)(C)C)nc2Cl)ccc1NS(C)(=O)=O. RXN SMILES: [C:1]([CH3:2])([CH3:3])([CH3:4])[c:5]1[cH:6][cH:7][c:8]([CH:12]2[CH:13]([C:15](=[O:16])[OH:17])[CH2:14]2)[c:9]([Cl:11])[n:10]1.[CH3:43][N:44]([c:45]1[cH:46][cH:47][n:48][cH:49][cH:50]1)[CH3:51].[Cl:18][C:19]([C:20]([Cl:21])=[O:22])=[O:23].[Cl:40][CH2:41][Cl:42].[ClH:24].[NH2:25][CH:26]([CH3:27])[c:28]1[cH:29][c:30]([CH3:39])[c:31]([NH:34][S:35](=[O:36])(=[O:37])[CH3:38])[cH:32][cH:33]1.[cH:52]1[cH:53][cH:54][n:55][cH:56][cH:57]1>>[C:1]([CH3:2])([CH3:3])([CH3:4])[c:5]1[cH:6][cH:7][c:8]([CH:12]2[CH:13]([C:15](=[O:17])[NH:25][CH:26]([CH3:27])[c:28]3[cH:29][c:30]([CH3:39])[c:31]([NH:34][S:35](=[O:36])(=[O:37])[CH3:38])[cH:32][cH:33]3)[CH2:14]2)[c:9]([Cl:11])[n:10]1.